This data is from the Open Reaction Database (ORD), a public repository of structured organic reaction records. The task is: describe an organic reaction: reactants, conditions, products, and yield The reactants are CC1=C(CS(=O)(=O)C=2C=C3CC(NC3=CC2)=O)C(=CC=C1)C (5-[(2,6-Dimethylbenzyl)sulfonyl]-1,3-dihydro-indol-2-one), C(=O)C1=C(C(=C(N1)C)C(=O)O)C (5-formyl-2,4-dimethyl-1H-pyrrole-3-carboxylic acid). Yields the product CC1=C(C(=CC=C1)C)CS(=O)(=O)C=1C=C2/C(/C(NC2=CC1)=O)=C/C1=C(C(=C(N1)C)C(=O)O)C (5-[5-(2,6-Dimethyl-phenylmethanesulfonyl)-2-oxo-1,2-dihydro-indol-(3Z)-ylidenemethyl]-2,4-dimethyl-1H-pyrrole-3-carboxylic acid). RXN SMILES: [CH3:1][C:2]1[CH:21]=[CH:20][CH:19]=[C:18]([CH3:22])[C:3]=1[CH2:4][S:5]([C:8]1[CH:9]=[C:10]2[C:14](=[CH:15][CH:16]=1)[NH:13][C:12](=[O:17])[CH2:11]2)(=[O:7])=[O:6].[CH:23]([C:25]1[NH:29][C:28]([CH3:30])=[C:27]([C:31]([OH:33])=[O:32])[C:26]=1[CH3:34])=O>>[CH3:22][C:18]1[CH:19]=[CH:20][CH:21]=[C:2]([CH3:1])[C:3]=1[CH2:4][S:5]([C:8]1[CH:9]=[C:10]2[C:14](=[CH:15][CH:16]=1)[NH:13][C:12](=[O:17])/[C:11]/2=[CH:23]\[C:25]1[NH:29][C:28]([CH3:30])=[C:27]([C:31]([OH:33])=[O:32])[C:26]=1[CH3:34])(=[O:7])=[O:6]. Reported procedure: 5-[(2,6-Dimethylbenzyl)sulfonyl]-1,3-dihydro-indol-2-one (315 mg, 1 mmol) was condensed with 5-formyl-2,4-dimethyl-1H-pyrrole-3-carboxylic acid (170 mg, 1 mmol) to give the titled compound as an orange-brown solid. The reactants are COS(=O)(=O)OC, Oc1cc(O)nc(C2CC2)n1, [Na+], [OH-]. RXN SMILES: [CH3:1][O:2][S:3](=[O:4])(=[O:5])[O:6][CH3:7].[CH:8]1([c:11]2[n:12][c:13]([OH:18])[cH:14][c:15]([OH:17])[n:16]2)[CH2:9][CH2:10]1.[Na+:20].[OH-:19]>>[O:6]([CH3:7])[c:15]1[cH:14][c:13]([OH:18])[n:12][c:11]([CH:8]2[CH2:9][CH2:10]2)[n:16]1. Yields the product COc1cc(O)nc(C2CC2)n1. Reactants: [Si](C)(C)(C(C)(C)C)OCC1(CC=2N(CCS1)C(=NN2)C2(CC2)C2=CC=C(C=C2)C2=NC=CC=C2C(F)(F)F)C (8-({[Tert-butyl(dimethyl)silyl]oxy}methyl)-8-methyl-3-(1-{4-[3-(trifluoromethyl)pyridin-2-yl]phenyl}cyclopropyl)-5,6,8,9-tetrahydro[1,2,4]triazolo[4,3-d][1,4]thiazepine), Cl (hydrochloric acid). The solvent is CO (methanol). Yields the product CC1(CC=2N(CCS1)C(=NN2)C2(CC2)C2=CC=C(C=C2)C2=NC=CC=C2C(F)(F)F)CO ([8-Methyl-3-(1-{4-[3-(trifluoromethyl)pyridin-2-yl]phenyl}cyclopropyl)-5,6,8,9-tetrahydro[1,2,4]triazolo[4,3-d][1,4]thiazepin-8-yl]methanol). Isolated yield 65.4%. RXN SMILES: [Si]([O:8][CH2:9][C:10]1([CH3:39])[S:16][CH2:15][CH2:14][N:13]2[C:17]([C:20]3([C:23]4[CH:28]=[CH:27][C:26]([C:29]5[C:34]([C:35]([F:38])([F:37])[F:36])=[CH:33][CH:32]=[CH:31][N:30]=5)=[CH:25][CH:24]=4)[CH2:22][CH2:21]3)=[N:18][N:19]=[C:12]2[CH2:11]1)(C(C)(C)C)(C)C.Cl>CO>[CH3:39][C:10]1([CH2:9][OH:8])[S:16][CH2:15][CH2:14][N:13]2[C:17]([C:20]3([C:23]4[CH:28]=[CH:27][C:26]([C:29]5[C:34]([C:35]([F:38])([F:37])[F:36])=[CH:33][CH:32]=[CH:31][N:30]=5)=[CH:25][CH:24]=4)[CH2:21][CH2:22]3)=[N:18][N:19]=[C:12]2[CH2:11]1. Reported procedure: A solution of the compound (535 mg, 0.93 mmol) obtained in Example 29-1) and 4 M hydrochloric acid (1,4-dioxane solution, 1 mL) in methanol (4 mL) was stirred at room temperature for 5 h. The reaction mixture was concentrated under reduced pressure, saturated aqueous sodium hydrogencarbonate was added to the residue, the mixture was extracted with dichloromethane, and the organic layer was washed with saturated sodium chloride solution and dried with anhydrous sodium sulfate. After filtration, t... Isolated yield 54.1%. Solvent: C1(=CC=CC=C1)C (toluene). Starting materials: NC1=NOC(=C1)C (3-amino-5-methylisoxazole), OC1=C(CN(C2=CC=CC=C12)C1=CC=CC=C1)C(=O)OCC (1,2-dihydro-4-hydroxy-1-phenyl-3-quinolinecarboxylic acid, ethyl ester). Product: OC1=C(CN(C2=CC=CC=C12)C1=CC=CC=C1)C(=O)NC1=NOC(=C1)C (1,2-dihydro-4-hydroxy-N-(5-methyl-3-isoxazolyl)-1-phenyl-3-quinolinecarboxamide). Reported procedure: A solution of 2.0 g of 3-amino-5-methylisoxazole and 5.5 g of 1,2-dihydro-4-hydroxy-1-phenyl-3-quinolinecarboxylic acid, ethyl ester in 260 ml of toluene was refluxed for 10 hours in a soxhlet apparatus containing 10 g of 4 Å molecular sieves. Evaporation of the volatiles afforded a residue which was purified by means of high pressure liquid chromatography (silica gel: 3:1 ethyl acetate-hexane as the eluent) to yield 3.5 g (51%) of 1,2-dihydro-4-hydroxy-N-(5-methyl-3-isoxazolyl)-1-phenyl-3-quino... As a reaction SMILES: [NH2:1][C:2]1[CH:6]=[C:5]([CH3:7])[O:4][N:3]=1.[OH:8][C:9]1[C:18]2[C:13](=[CH:14][CH:15]=[CH:16][CH:17]=2)[N:12]([C:19]2[CH:24]=[CH:23][CH:22]=[CH:21][CH:20]=2)[CH2:11][C:10]=1[C:25](OCC)=[O:26]>C1(C)C=CC=CC=1>[OH:8][C:9]1[C:18]2[C:13](=[CH:14][CH:15]=[CH:16][CH:17]=2)[N:12]([C:19]2[CH:20]=[CH:21][CH:22]=[CH:23][CH:24]=2)[CH2:11][C:10]=1[C:25]([NH:1][C:2]1[CH:6]=[C:5]([CH3:7])[O:4][N:3]=1)=[O:26].